This data is from the Open Reaction Database (ORD), a public repository of structured organic reaction records. The task is: describe an organic reaction: reactants, conditions, products, and yield The reactants are C(C)#N (acetonitrile), Cl (HCl), BrC1=C2CC[C@@H](C2=CC=C1)N[S@@](=O)C(C)(C)C ((S)-N-((S)-4-bromo-2,3-dihydro-1H-inden-1-yl)-2-methylpropane-2-sulfinamide). Run in O1CCOCC1 (dioxane), CO (MeOH), CO (MeOH). Conditions: time 3 hour. Yields the product Cl.BrC1=C2CC[C@@H](C2=CC=C1)N ((S)-4-bromo-2,3-dihydro-1H-inden-1-amine hydrochloride). The yield is 69.0%. As a reaction SMILES: [Br:1][C:2]1[CH:10]=[CH:9][CH:8]=[C:7]2[C:3]=1[CH2:4][CH2:5][C@@H:6]2[NH:11][S@](C(C)(C)C)=O.[ClH:18].C(#N)C>CO.O1CCOCC1>[ClH:18].[Br:1][C:2]1[CH:10]=[CH:9][CH:8]=[C:7]2[C:3]=1[CH2:4][CH2:5][C@@H:6]2[NH2:11] |f:5.6|. Reported procedure: To a stirred suspension of crude (S)-N-((S)-4-bromo-2,3-dihydro-1H-inden-1-yl)-2-methylpropane-2-sulfinamide IND INT-11 (46 g, 145 mol) in MeOH (100 mL) was added 4N HCl in dioxane (109 mL) and the yellow suspension was stirred at room temperature for 3 h. The crude reaction was diluted with MeOH (100 mL) and filtered. The filtrate was concentrated and the solid obtained was dispersed into acetonitrile (600 mL) and refluxed for 90 min. The suspension was cooled to 0° C. and the solid filtered to... Starting materials: O=C1NC2=C(N1CC(=O)OC(C)(C)C)C=CC=C2 (tert-butyl (2-oxo-2,3-dihydrobenzimidazol-1-yl)acetate), FC(C(=O)O)(F)F (trifluoroacetic acid). Solvent: ClCCl (dichloromethane). The product is O=C1NC2=C(N1C(C(=O)O)C1=CC=CC=C1)C=CC=C2 ((2-Oxo-2,3-dihydrobenzimidazol-1-yl)phenylacetic acid). Reaction SMILES: [O:1]=[C:2]1[N:6]([CH2:7][C:8]([O:10]C(C)(C)C)=[O:9])[C:5]2[CH:15]=[CH:16][CH:17]=[CH:18][C:4]=2[NH:3]1.F[C:20](F)(F)[C:21](O)=O>ClCCl>[O:1]=[C:2]1[N:6]([CH:7]([C:21]2[CH:20]=[CH:15][CH:5]=[CH:4][CH:18]=2)[C:8]([OH:10])=[O:9])[C:5]2[CH:15]=[CH:16][CH:17]=[CH:18][C:4]=2[NH:3]1. Reported procedure: 1.00 g (3.08 mmol) of tert-butyl (2-oxo-2,3-dihydrobenzimidazol-1-yl)acetate (XId) was dissolved in dichloromethane (10 ml) and, while stirring at room temperature, trifluoroacetic acid (6 ml) was added. The reaction solution was stirred for 2 h and then the solvent and excess trifluoroacetic acid were removed in vacuo. The residue was taken up again in toluene, concentrated in vacuo and then dried in vacuo. Yield: 827 mg (100%) of white solid The product is O([N+](=O)[O-])CCNC(=O)C1COC2=C(O1)C=CC=C2 (N-(2-Nitroxyethyl)-1,4-benzodioxane-2-carboxamide). Reaction SMILES: [O:1]1[C:6]2[CH:7]=[CH:8][CH:9]=[CH:10][C:5]=2[O:4][CH2:3][CH:2]1[C:11]([OH:13])=O.[N+]([O-])(O)=O.[O:18]([CH2:22][CH2:23][NH2:24])[N+:19]([O-:21])=[O:20].C(OC(C)C)(C)C>>[O:18]([CH2:22][CH2:23][NH:24][C:11]([CH:2]1[O:1][C:6]2[CH:7]=[CH:8][CH:9]=[CH:10][C:5]=2[O:4][CH2:3]1)=[O:13])[N+:19]([O-:21])=[O:20] |f:1.2|. Procedure details: Following a similar treatment to that in Example 2 and using 0.91 g of 1,4-benzodioxane-2-carboxylic acid and 0.85 g of nitroxyethylamine nitrate, 0.45 g of the title compound was obtained as colorless needles (solvent for recrystallization; diisopropyl ether). The yield is 33.4%. The reactants are O1C(COC2=C1C=CC=C2)C(=O)O (1,4-benzodioxane-2-carboxylic acid), C(C)(C)OC(C)C (diisopropyl ether), [N+](=O)(O)[O-].O([N+](=O)[O-])CCN (nitroxyethylamine nitrate). Reactants: FC=1C=C(C=CC1)C#CC1=CC=2N(C(C(=CN2)C(=O)O)=O)C=C1 (8-((3-fluorophenyl)ethynyl)-4-oxo-4H-pyrido[1,2-a]pyrimidine-3-carboxylic acid), C(C(=O)Cl)(=O)Cl (oxalyl dichloride). Reagents/catalysts: CN(C)C=O (DMF). Run in ClCCl (dichloromethane). Run at time 3 hour. Product: FC=1C=C(C=CC1)C#CC1=CC=2N(C(C(=CN2)C(=O)Cl)=O)C=C1 (8-((3-fluorophenyl)ethynyl)-4-oxo-4H-pyrido[1,2-a]pyrimidine-3-carbonyl chloride). Reaction SMILES: [F:1][C:2]1[CH:3]=[C:4]([C:8]#[C:9][C:10]2[CH:23]=[CH:22][N:13]3[C:14](=[O:21])[C:15]([C:18](O)=[O:19])=[CH:16][N:17]=[C:12]3[CH:11]=2)[CH:5]=[CH:6][CH:7]=1.C(Cl)(=O)C([Cl:27])=O>CN(C=O)C.ClCCl>[F:1][C:2]1[CH:3]=[C:4]([C:8]#[C:9][C:10]2[CH:23]=[CH:22][N:13]3[C:14](=[O:21])[C:15]([C:18]([Cl:27])=[O:19])=[CH:16][N:17]=[C:12]3[CH:11]=2)[CH:5]=[CH:6][CH:7]=1. Procedure: To a mixture of 8-((3-fluorophenyl)ethynyl)-4-oxo-4H-pyrido[1,2-a]pyrimidine-3-carboxylic acid (50 mg, 0.162 mmol, 1 equiv) and 1 drop DMF in dichloromethane was added oxalyl dichloride (1 mL) dropwise. The reaction mixture was stirred at room temperature for 3 h and concentrated to give the desired product, which was directly used for the next step. The reactants are [BH4-], COC(=O)c1cc(C)nc(C#N)c1, C1CCOC1, CO, [Na+]. Product: Cc1cc(CO)cc(C#N)n1. RXN SMILES: [BH4-:14].[C:1](#[N:2])[c:3]1[cH:4][c:5]([C:6](=[O:7])[O:8][CH3:9])[cH:10][c:11]([CH3:13])[n:12]1.[CH2:18]1[O:19][CH2:20][CH2:21][CH2:22]1.[CH3:16][OH:17].[Na+:15]>>[C:1](#[N:2])[c:3]1[cH:4][c:5]([CH2:6][OH:7])[cH:10][c:11]([CH3:13])[n:12]1. Reactants: O1CCOC12CCC(CC2)CC(=O)OC (methyl 1,4-dioxaspiro[4.5]decane-8-acetate), [H-].[Al+3].[Li+].[H-].[H-].[H-] (lithium aluminum hydride), O (water). The solvent is O1CCCC1 (tetrahydrofuran), O1CCCC1 (tetrahydrofuran). Reaction conditions: temperature 0 celsius, time 3 hour. Product: O1CCOC12CCC(CC2)CCO (1,4-dioxaspiro[4.5]decane-8-ethanol). Yield: 91.3%. Reaction SMILES: [H-].[Al+3].[Li+].[H-].[H-].[H-].[O:7]1[C:11]2([CH2:16][CH2:15][CH:14]([CH2:17][C:18](OC)=[O:19])[CH2:13][CH2:12]2)[O:10][CH2:9][CH2:8]1.O>O1CCCC1>[O:7]1[C:11]2([CH2:16][CH2:15][CH:14]([CH2:17][CH2:18][OH:19])[CH2:13][CH2:12]2)[O:10][CH2:9][CH2:8]1 |f:0.1.2.3.4.5|. Procedure: A suspension of 0.76 g of lithium aluminum hydride in 10 mL of tetrahydrofuran was cooled to 0° C. under a nitrogen atmosphere. To the suspension was added dropwise a solution of 2.18 g of methyl 1,4-dioxaspiro[4.5]decane-8-acetate in 10 mL of tetrahydrofuran, followed by stirring at room temperature for 3 hours. After the reaction mixture was cooled to 0° C., 1 mL of water was added thereto. The mixture was filtered through celite and then concentrated under reduced pressure. The residue was su... Reactants: O=S1(N(CCC1)C1=CC(=C(C(=O)OC)C=C1)N1C(CCC1)=O)=O (methyl 4-(1,1-dioxo-1λ6-isothiazolidin-2-yl)-2-(2-oxopyrrolidin-1-yl)benzoate), CC=1C(=NC=C(C1)C)N1CCNCC1 (1-(3,5-dimethylpyridin-2-yl)piperazine). Product: CC=1C(=NC=C(C1)C)N1CCN(CC1)C(=O)C1=C(C=C(C=C1)N1S(CCC1)(=O)=O)N1C(CCC1)=O (1-{2-[4-(3,5-dimethylpyridin-2-yl)piperazine-1-carbonyl]-5-(1,1-dioxo-1λ6-isothiazolidin-2-yl)phenyl}pyrrolidin-2-one). Yield: 2.3%. As a reaction SMILES: [O:1]=[S:2]1(=[O:23])[CH2:6][CH2:5][CH2:4][N:3]1[C:7]1[CH:16]=[CH:15][C:10]([C:11](OC)=[O:12])=[C:9]([N:17]2[CH2:21][CH2:20][CH2:19][C:18]2=[O:22])[CH:8]=1.[CH3:24][C:25]1[C:26]([N:32]2[CH2:37][CH2:36][NH:35][CH2:34][CH2:33]2)=[N:27][CH:28]=[C:29]([CH3:31])[CH:30]=1>>[CH3:24][C:25]1[C:26]([N:32]2[CH2:33][CH2:34][N:35]([C:11]([C:10]3[CH:15]=[CH:16][C:7]([N:3]4[CH2:4][CH2:5][CH2:6][S:2]4(=[O:1])=[O:23])=[CH:8][C:9]=3[N:17]3[CH2:21][CH2:20][CH2:19][C:18]3=[O:22])=[O:12])[CH2:36][CH2:37]2)=[N:27][CH:28]=[C:29]([CH3:31])[CH:30]=1. Procedure: Using methyl 4-(1,1-dioxo-1λ6-isothiazolidin-2-yl)-2-(2-oxopyrrolidin-1-yl)benzoate (148 mg) described in Preparation Example 33 and 1-(3,5-dimethylpyridin-2-yl)piperazine (84 mg) described in Preparation Example 79 and by the reaction and treatment in the same manner as in Example 109, the title compound (5 mg) was obtained. Reactants: FC1=C(C=C(C=C1)F)CC(=O)N1CCC2=CC(=CC=C12)C1=CSC2=C1C(=NC=C2I)N (3-{1-[(2,5-difluorophenyl)acetyl]-2,3-dihydro-1H-indol-5-yl}-7-iodothieno[3,2-c]pyridin-4-amine), N1=CC(=CC=C1)B(O)O (3-pyridinylboronic acid), C([O-])([O-])=O.[Na+].[Na+] (sodium carbonate), O1CCOCC1 (dioxane). The solvent is C(C)(=O)OCC (Ethyl acetate), O (water). Run at temperature 120 celsius. Yields the product FC1=C(C=C(C=C1)F)CC(=O)N1CCC2=CC(=CC=C12)C1=CSC2=C1C(=NC=C2C=2C=NC=CC2)N (3-{1-[(2,5-difluorophenyl)acetyl]-2,3-dihydro-1H-indol-5-yl}-7-(3-pyridinyl)thieno[3,2-c]pyridin-4-amine). The yield is 82.0%. RXN SMILES: [F:1][C:2]1[CH:7]=[CH:6][C:5]([F:8])=[CH:4][C:3]=1[CH2:9][C:10]([N:12]1[C:20]2[C:15](=[CH:16][C:17]([C:21]3[C:25]4[C:26]([NH2:31])=[N:27][CH:28]=[C:29](I)[C:24]=4[S:23][CH:22]=3)=[CH:18][CH:19]=2)[CH2:14][CH2:13]1)=[O:11].[N:32]1[CH:37]=[CH:36][CH:35]=[C:34](B(O)O)[CH:33]=1.C(=O)([O-])[O-].[Na+].[Na+].O1CCOCC1>C(OCC)(=O)C.O>[F:1][C:2]1[CH:7]=[CH:6][C:5]([F:8])=[CH:4][C:3]=1[CH2:9][C:10]([N:12]1[C:20]2[C:15](=[CH:16][C:17]([C:21]3[C:25]4[C:26]([NH2:31])=[N:27][CH:28]=[C:29]([C:34]5[CH:33]=[N:32][CH:37]=[CH:36][CH:35]=5)[C:24]=4[S:23][CH:22]=3)=[CH:18][CH:19]=2)[CH2:14][CH2:13]1)=[O:11] |f:2.3.4|. Reported procedure: To a 25 mL microwave reaction tube was charged 3-{1-[(2,5-difluorophenyl)acetyl]-2,3-dihydro-1H-indol-5-yl}-7-iodothieno[3,2-c]pyridin-4-amine (150 mg, 0.274 mmol), 3-pyridinylboronic acid (33.7 mg, 0.274 mmol), 1,1′-bis(diphenylphosphino)ferrocene-palladium(II)dichloride dichloromethane complex (11.19 mg, 0.014 mmol), and sodium carbonate (58.1 mg, 0.548 mmol) followed by dioxane (5 mL), and water (1 mL). The reaction was heated at 120° C. for 30 min in microwave reactor. Ethyl acetate (20 mL) ... RXN SMILES: [C:10]([c:11]1[cH:12][cH:13][cH:14][cH:15][cH:16]1)(=[O:17])[Cl:18].[CH2:21]([Cl:22])[Cl:23].[CH3:1][O:2][C:3](=[O:4])[c:5]1[nH:6][cH:7][cH:8][cH:9]1.[Cl-:19].[ClH:20]>>[CH3:1][O:2][C:3](=[O:4])[c:5]1[nH:6][c:7]([C:10]([c:11]2[cH:12][cH:13][cH:14][cH:15][cH:16]2)=[O:17])[cH:8][cH:9]1. Reactants: O=C(Cl)c1ccccc1, ClCCl, COC(=O)c1ccc[nH]1, [Cl-], Cl. The product is COC(=O)c1ccc(C(=O)c2ccccc2)[nH]1. The product is C1=CC=CC2=C1CN(C1=C(O2)C=CC=C1)C(=O)C1=CC=C(C=C1)NC(=O)C=1C(=CC=CC1)C1=CC=CC=C1 (N-[4-(Dibenz[b,f][1,4]oxazepin-10(11H)-ylcarbonyl)-phenyl][1,1'-biphenyl]-2-carboxamide). RXN SMILES: [CH:1]1[C:6]2[CH2:7][NH:8][C:9]3[CH:15]=[CH:14][CH:13]=[CH:12][C:10]=3[O:11][C:5]=2[CH:4]=[CH:3][CH:2]=1.[C:16]1([C:34]2[CH:39]=[CH:38][CH:37]=[CH:36][CH:35]=2)[C:17]([C:22]([NH:24][C:25]2[CH:33]=[CH:32][C:28]([C:29](Cl)=[O:30])=[CH:27][CH:26]=2)=[O:23])=[CH:18][CH:19]=[CH:20][CH:21]=1.C(N(CC)C(C)C)(C)C.O>ClCCl>[CH:1]1[C:6]2[CH2:7][N:8]([C:29]([C:28]3[CH:27]=[CH:26][C:25]([NH:24][C:22]([C:17]4[C:16]([C:34]5[CH:39]=[CH:38][CH:37]=[CH:36][CH:35]=5)=[CH:21][CH:20]=[CH:19][CH:18]=4)=[O:23])=[CH:33][CH:32]=3)=[O:30])[C:9]3[CH:15]=[CH:14][CH:13]=[CH:12][C:10]=3[O:11][C:5]=2[CH:4]=[CH:3][CH:2]=1. Solvent: ClCCl (dichloromethane), ClCCl (dichloromethane). Reactants: C(C)(C)N(C(C)C)CC (N,N-diisopropylethylamine), O (water), C1=CC=CC2=C1CNC1=C(O2)C=CC=C1 (10,11-dihydrodibenz[b,f][1,4]oxazepine), C=1(C(=CC=CC1)C(=O)NC1=CC=C(C(=O)Cl)C=C1)C1=CC=CC=C1 (4-[([1,1'-biphenyl]-2-carbonyl)amino]benzoyl chloride). Run at time 2 hour. Isolated yield 131.1%. Reported procedure: To a mixture of 0.197 g of 10,11-dihydrodibenz[b,f][1,4]oxazepine and 0.402 g of 4-[([1,1'-biphenyl]-2-carbonyl)amino]benzoyl chloride in 5 ml of dichloromethane (cooled in ice bath) is added dropwise 0.154 g of N,N-diisopropylethylamine in 2 ml of dichloromethane. The mixture is stirred at room temperature under argon for 2 hours. The mixture is poured into water and the organic layer separated. The organic extract is washed with 2N Na2CO3, water, brine and dried (Na2SO4). The solution is filte...